The task is: describe an organic reaction: reactants, conditions, products, and yield. This data is from the Open Reaction Database (ORD), a public repository of structured organic reaction records. The reactants are CC(=O)C1=C(C=CC(=C1)OCC(F)(F)F)OCC(F)(F)F (2,5-bis(2,2,2-trifluoroethoxy)acetophenone), C(C=1C(=CC=CC1)OC)=O (o-anisaldehyde). Yields the product FC(COC1=C(C=C(C=C1)OCC(F)(F)F)C(C=CC1=C(C=CC=C1)OC)=O)(F)F (1-[2,5-Bis(2,2,2-trifluoroethoxy)phenyl]-3-(2-methoxyphenyl)-2-propen-1-one), solid. The yield is 39.0%. RXN SMILES: [CH3:1][C:2]([C:4]1[CH:9]=[C:8]([O:10][CH2:11][C:12]([F:15])([F:14])[F:13])[CH:7]=[CH:6][C:5]=1[O:16][CH2:17][C:18]([F:21])([F:20])[F:19])=[O:3].[CH:22](=O)[C:23]1[C:24]([O:29][CH3:30])=[CH:25][CH:26]=[CH:27][CH:28]=1>>[F:21][C:18]([F:19])([F:20])[CH2:17][O:16][C:5]1[CH:6]=[CH:7][C:8]([O:10][CH2:11][C:12]([F:13])([F:14])[F:15])=[CH:9][C:4]=1[C:2](=[O:3])[CH:1]=[CH:22][C:23]1[CH:28]=[CH:27][CH:26]=[CH:25][C:24]=1[O:29][CH3:30]. Reported procedure: The title compound was prepared by heating a mixture of 2,5-bis(2,2,2-trifluoroethoxy)acetophenone (200 mg, 0.633 mmol) and o-anisaldehyde (77 ul, 0.633 mmol) similar to Example 1 and isolated as a yellow solid (107 mg, 39%). 1H NMR (CDCl3): 8.03 (d, J=15.9 Hz, 1H), 7.61 (dd, J=1.4, 7.7 Hz, 1H), 7.44 (d, J=16.2 Hz, 1H), 7.40-7.34 (m, 1H), 7.25 (d, J=3.3 Hz, 1H), 7.09 (dd, J=3.0, 8.7 Hz, 1H), 7.00-6.94 (m, 2H), 6.92 (d, J=9.3 Hz, 1H), 4.42-4.32 (m, 4H), 3.86 (s, 3H). Starting materials: CCOC(C)=O, CC(=O)O, Cl, O=C(c1ccccc1)N1CCC(c2csc3cc(F)ccc23)CC1. Yields the product Cl, Fc1ccc2c(C3CCNCC3)csc2c1. RXN SMILES: [CH3:25][CH2:26][O:27][C:28](=[O:29])[CH3:30].[CH3:32][C:33](=[O:34])[OH:35].[ClH:31].[F:1][c:2]1[cH:3][cH:4][c:5]2[c:6]([s:7][cH:8][c:9]2[CH:10]2[CH2:11][CH2:12][N:13]([C:16]([c:17]3[cH:18][cH:19][cH:20][cH:21][cH:22]3)=[O:23])[CH2:14][CH2:15]2)[cH:24]1>>[ClH:31].[F:1][c:2]1[cH:3][cH:4][c:5]2[c:6]([s:7][cH:8][c:9]2[CH:10]2[CH2:11][CH2:12][NH:13][CH2:14][CH2:15]2)[cH:24]1. Reactants: NC=1C(=C(C(=O)OC)C=CC1Cl)NCCCO (methyl 3-amino-4-chloro-2-[(3-hydroxypropyl)amino]benzoate), N(=C=S)C=1C(=NC(=CC1)OC)C (3-isothiocyanato-6-methoxy-2-methylpyridine), NC(=S)N (thiourea), N(=C=S)C=1C(=NC(=CC1)OC)C (3-isothiocyanato-6-methoxy-2-methylpyridine). Run in O1CCCC1 (tetrahydrofuran). Run at temperature 70 celsius, time 14 hour. Yields the product ClC1=CC=C(C=2N(C(=NC21)NC=2C(=NC(=CC2)OC)C)CCCO)C(=O)OC (Methyl 4-chloro-1-(3-hydroxypropyl)-2-[(6-methoxy-2-methylpyridin-3-yl)amino]-1H-benzimidazole-7-carboxylate). RXN SMILES: [NH2:1][C:2]1[C:3]([NH:13][CH2:14][CH2:15][CH2:16][OH:17])=[C:4]([CH:9]=[CH:10][C:11]=1[Cl:12])[C:5]([O:7][CH3:8])=[O:6].[N:18]([C:21]1[C:22]([CH3:29])=[N:23][C:24]([O:27][CH3:28])=[CH:25][CH:26]=1)=[C:19]=S.NC(N)=S>O1CCCC1>[Cl:12][C:11]1[C:2]2[N:1]=[C:19]([NH:18][C:21]3[C:22]([CH3:29])=[N:23][C:24]([O:27][CH3:28])=[CH:25][CH:26]=3)[N:13]([CH2:14][CH2:15][CH2:16][OH:17])[C:3]=2[C:4]([C:5]([O:7][CH3:8])=[O:6])=[CH:9][CH:10]=1. Procedure: To a solution of methyl 3-amino-4-chloro-2-[(3-hydroxypropyl)amino]benzoate (2.00 g) in tetrahydrofuran (40.0 mL) was added 3-isothiocyanato-6-methoxy-2-methylpyridine (1.67 g, 9.277 mmol). The reaction mixture was stirred at 70° C. for 14 hrs. The starting material wasn't consumed completely. To the mixture was added 3-isothiocyanato-6-methoxy-2-methylpyridine (1.67 g, 9.277 mmol). The reaction mixture was stirred at 70° C. for 36 hrs. After cooling, the solvent was removed by concentration. Th... Starting materials: CC1=CC=CC(=N1)N1C[C@@H]2CCNC[C@H]12 ((1R,6S)-8-(6-Methylpyridin-2-yl)-3,8-diazabicyclo[4.2.0]octane), ClC1=NC(=C(C(=N1)C)C)C (2-Chloro-4,5,6-trimethylpyrimidine), [C@@H]12CN(CC[C@H]2CN1)C(=O)OC(C)(C)C ((1R,6S)-tert-Butyl 3,8-diazabicyclo[4.2.0]octane-3-carboxylate). Yields the product CC1=NC(=NC(=C1C)C)N1C[C@@H]2CCNC[C@H]12 ((1R,6S)-8-(4,5,6-Trimethylpyrimidin-2-yl)-3,8-diazabicyclo[4.2.0]octane). Reaction SMILES: CC1N=C([N:8]2[C@@H:15]3[C@@H:10]([CH2:11][CH2:12][NH:13][CH2:14]3)[CH2:9]2)C=CC=1.Cl[C:17]1[N:22]=[C:21]([CH3:23])[C:20]([CH3:24])=[C:19]([CH3:25])[N:18]=1.[C@@H]12NC[C@@H]1CCN(C(OC(C)(C)C)=O)C2>>[CH3:25][C:19]1[C:20]([CH3:24])=[C:21]([CH3:23])[N:22]=[C:17]([N:8]2[C@@H:15]3[C@@H:10]([CH2:11][CH2:12][NH:13][CH2:14]3)[CH2:9]2)[N:18]=1. Procedure details: (1R,6S)-8-(4,5,6-Trimethylpyrimidin-2-yl)-3,8-diazabicyclo[4.2.0]octane was prepared in a manner analogous to Intermediate 40, using Intermediate 66 and Intermediate 39 as starting materials. MS (ESI) mass calcd. for C13H20N4, 232.17; m/z found, 233.1 [M+H]+. The reactants are COc1ccc2c(c1)CCn1c-2cc(Cl)nc1=O, O, NCCO. The product is COc1ccc2c(c1)CCn1c-2cc(NCCO)nc1=O. RXN SMILES: [Cl:1][c:2]1[n:3][c:4](=[O:18])[n:5]2[c:6]([cH:17]1)-[c:7]1[cH:8][cH:9][c:10]([O:15][CH3:16])[cH:11][c:12]1[CH2:13][CH2:14]2.[OH2:23].[OH:19][CH2:20][CH2:21][NH2:22]>>[c:2]1([NH:22][CH2:21][CH2:20][OH:19])[n:3][c:4](=[O:18])[n:5]2[c:6]([cH:17]1)-[c:7]1[cH:8][cH:9][c:10]([O:15][CH3:16])[cH:11][c:12]1[CH2:13][CH2:14]2. The reactants are OCC1=CC=C(C(=N1)I)OC (6-hydroxymethyl-2-iodo-3-methoxypyridine), O (water). The reagents and catalysts are [O-2].[O-2].[Mn+4] (manganese dioxide). The solvent is C1(=CC=CC=C1)C (toluene). Yields the product IC1=NC(=CC=C1OC)C=O (2-iodo-3-methoxypyridine-6-aldehyde). Isolated yield 44.8%. Reaction SMILES: [OH:1][CH2:2][C:3]1[N:8]=[C:7]([I:9])[C:6]([O:10][CH3:11])=[CH:5][CH:4]=1.O>C1(C)C=CC=CC=1.[O-2].[O-2].[Mn+4]>[I:9][C:7]1[C:6]([O:10][CH3:11])=[CH:5][CH:4]=[C:3]([CH:2]=[O:1])[N:8]=1 |f:3.4.5|. Procedure: 175 g of manganese dioxide is added to a solution of 29 g of 6-hydroxymethyl-2-iodo-3-methoxypyridine in 600 ml of toluene, and the suspension is heated with stirring and refluxed for three hours on a water separator. The reaction mixture is filtered, the filter residue is washed with dichloromethane, the filtrate is dried on sodium sulfate and concentrated by evaporation. The crude product is chromatographed on silica gel with hexane/0-25% ethyl acetate. 12.9 g of 2-iodo-3-methoxypyridine-6-ald... The reactants are Example 6 ( 1 ), C(#N)C1=CC=C(CBr)C=C1 (4-cyanobenzyl bromide), crude product, C(CC(=O)OCC)(=O)OCC (diethyl malonate). The product is C(#N)C1=CC=C(CC(C(=O)OCC)C(=O)OCC)C=C1 (diethyl 4-cyanobenzylmalonate). The yield is 66.3%. As a reaction SMILES: [C:1]([O:9][CH2:10][CH3:11])(=[O:8])[CH2:2][C:3]([O:5][CH2:6][CH3:7])=[O:4].[C:12]([C:14]1[CH:21]=[CH:20][C:17]([CH2:18]Br)=[CH:16][CH:15]=1)#[N:13]>>[C:12]([C:14]1[CH:21]=[CH:20][C:17]([CH2:18][CH:2]([C:3]([O:5][CH2:6][CH3:7])=[O:4])[C:1]([O:9][CH2:10][CH3:11])=[O:8])=[CH:16][CH:15]=1)#[N:13]. Reported procedure: In the same manner as in Example 6 (1), a crude product was obtained using diethyl malonate (13.6 g) and 4-cyanobenzyl bromide (16.7 g). This was purified by silica gel column chromatography to give the title compound (15.5 g) as an oil. Reactants: C(CC)(=O)NC=1C=NC2=CC=CC=C2C1 (3-(N-propionyl)aminoquinoline), C(=O)[O-].[NH4+] (ammonium formate), ( 45 ), ClC=1C=CC=C2CCC(CC12)NCCC (8-chloro-2-(N-n-propylamino)tetralin), NC1=CC=C2CCC(CC2=C1Cl)N(C(CC)=O)CCC (7-amino-8-chloro-2-(N-n-propyl-N-propionylamino)tetralin), ( 100 ), ClC=1C=CC=C2CCC(CC12)NCCC (8-chloro-2-(N-n-propylamino)tetralin). Reagents/catalysts: [Pd] (Pd/C). The solvent is CO (methanol). Run at time 2 day. The product is C(CC)(=O)NC1CNC2=CC=CC=C2C1 (3-(N-Propionyl)amino-1,2,3,4-tetrahydroquinoline). RXN SMILES: [C:1]([NH:5][C:6]1[CH:7]=[N:8][C:9]2[C:14]([CH:15]=1)=[CH:13][CH:12]=[CH:11][CH:10]=2)(=[O:4])[CH2:2][CH3:3].C([O-])=O.[NH4+].NC1C(Cl)=C2C(CCC(N(CCC)C(=O)CC)C2)=CC=1.ClC1C=CC=C2C=1CC(NCCC)CC2>CO.[Pd]>[C:1]([NH:5][CH:6]1[CH2:15][C:14]2[C:9](=[CH:10][CH:11]=[CH:12][CH:13]=2)[NH:8][CH2:7]1)(=[O:4])[CH2:2][CH3:3] |f:1.2|. Procedure details: To a solution of 17.4 g (86.9) 3-(N-propionyl)aminoquinoline and 20.0 g (317 mmol) ammonium formate in 150 ml methanol was added 1.0 g Pd/C cautiously under an inert atmosphere. After stirring at ambient temperature for 2 days the reaction stopped. The ratio between starting material and product was approximately 1:1 (monitored by GLC). The mixture was filtered on Celite and evaporated to a residue from which the product was extracted into diethyl ether. The ether solution was dried (magnesium s... Reactants: COc1ccc(-c2ccc3nc[nH]c(=O)c3n2)cc1C, Cc1ccccc1, O=P(Cl)(Cl)Cl, Cc1cccc(C)n1. Product: COc1ccc(-c2ccc3ncnc(Cl)c3n2)cc1C. RXN SMILES: [CH3:1][c:2]1[cH:3][c:4](-[c:10]2[cH:11][cH:12][c:13]3[n:14][cH:15][nH:16][c:17](=[O:20])[c:18]3[n:19]2)[cH:5][cH:6][c:7]1[O:8][CH3:9].[CH3:34][c:35]1[cH:36][cH:37][cH:38][cH:39][cH:40]1.[P:21]([Cl:22])([Cl:23])([Cl:24])=[O:25].[n:26]1[c:27]([CH3:28])[cH:29][cH:30][cH:31][c:32]1[CH3:33]>>[CH3:1][c:2]1[cH:3][c:4](-[c:10]2[cH:11][cH:12][c:13]3[n:14][cH:15][n:16][c:17]([Cl:23])[c:18]3[n:19]2)[cH:5][cH:6][c:7]1[O:8][CH3:9].